From a dataset of the Open Reaction Database (ORD), a public repository of structured organic reaction records. describe an organic reaction: reactants, conditions, products, and yield Reactants: O=C1OC2(CCN(C(=O)c3c[nH]c4cc(Cl)ccc34)CC2)c2ccccc21, O=C(CCl)N1CCCCC1. Product: O=C1OC2(CCN(C(=O)c3cn(CC(=O)N4CCCCC4)c4cc(Cl)ccc34)CC2)c2ccccc21. Reaction SMILES: [Cl:1][c:2]1[cH:3][cH:4][c:5]2[c:6]([C:11](=[O:12])[N:13]3[CH2:14][CH2:15][C:16]4([O:17][C:18](=[O:25])[c:19]5[c:20]4[cH:21][cH:22][cH:23][cH:24]5)[CH2:26][CH2:27]3)[cH:7][nH:8][c:9]2[cH:10]1.[Cl:28][CH2:29][C:30](=[O:31])[N:32]1[CH2:33][CH2:34][CH2:35][CH2:36][CH2:37]1>>[Cl:1][c:2]1[cH:3][cH:4][c:5]2[c:6]([C:11](=[O:12])[N:13]3[CH2:14][CH2:15][C:16]4([O:17][C:18](=[O:25])[c:19]5[c:20]4[cH:21][cH:22][cH:23][cH:24]5)[CH2:26][CH2:27]3)[cH:7][n:8]([CH2:29][C:30](=[O:31])[N:32]3[CH2:33][CH2:34][CH2:35][CH2:36][CH2:37]3)[c:9]2[cH:10]1. Reactants: OC[C@H](CC(C)C)N ((1S)-1-(Hydroxymethyl)-3-methylbutylamine), O=S(Cl)Cl (SOCl2), C(#N)C1=CC(=C(C=C1)N=C=S)CC (4-cyano-2-ethylphenyl isothiocyanate). Yields the product C(#N)C1=CC(=C(C=C1)N=C1SC[C@@H](N1)CC(C)C)CC ((4S)-2-(4-cyano-2-ethylphenylimino)-4-isobutyl-1,3-thiazolidine). Reaction SMILES: O[CH2:2][C@@H:3]([NH2:8])[CH2:4][CH:5]([CH3:7])[CH3:6].O=S(Cl)Cl.[C:13]([C:15]1[CH:20]=[CH:19][C:18]([N:21]=[C:22]=[S:23])=[C:17]([CH2:24][CH3:25])[CH:16]=1)#[N:14]>>[C:13]([C:15]1[CH:20]=[CH:19][C:18]([N:21]=[C:22]2[NH:8][C@@H:3]([CH2:4][CH:5]([CH3:7])[CH3:6])[CH2:2][S:23]2)=[C:17]([CH2:24][CH3:25])[CH:16]=1)#[N:14]. Procedure: (1S)-1-(Hydroxymethyl)-3-methylbutylamine was reacted with SOCl2 followed by 4-cyano-2-ethylphenyl isothiocyanate according to Method C2a to give (4S)-2-(4-cyano-2-ethylphenylimino)-4-isobutyl-1,3-thiazolidine. The thiazolidine was reacted with isobutyl bromide according to Method D2a to give (4S)-2-(4-cyano-2-ethylphenylimino)-3,4-diisobutyl-1,3-thiazolidine.